Dataset: the Open Reaction Database (ORD), a public repository of structured organic reaction records. Task: describe an organic reaction: reactants, conditions, products, and yield The reactants are Cc1nccn1-c1cccc(C(=O)CC(=O)Nc2cc(-c3ccc(F)cc3F)ccc2NC(=O)OC(C)(C)C)c1, ClCCl, O=C(O)C(F)(F)F. Yields the product Cc1nccn1-c1cccc(C2=Nc3ccc(-c4ccc(F)cc4F)cc3NC(=O)C2)c1. RXN SMILES: [C:1]([O:2][C:3](=[O:4])[NH:7][c:8]1[c:9]([NH:22][C:23]([CH2:24][C:25](=[O:5])[c:27]2[cH:28][c:29](-[n:33]3[c:34]([CH3:38])[n:35][cH:36][cH:37]3)[cH:30][cH:31][cH:32]2)=[O:39])[cH:10][c:11](-[c:14]2[c:15]([F:21])[cH:16][c:17]([F:20])[cH:18][cH:19]2)[cH:12][cH:13]1)([CH3:6])([CH3:26])[CH3:40].[Cl:48][CH2:49][Cl:50].[F:41][C:42]([F:43])([F:44])[C:45]([OH:46])=[O:47]>>[N:7]1=[C:25]([c:27]2[cH:28][c:29](-[n:33]3[c:34]([CH3:38])[n:35][cH:36][cH:37]3)[cH:30][cH:31][cH:32]2)[CH2:24][C:23](=[O:39])[NH:22][c:9]2[c:8]1[cH:13][cH:12][c:11](-[c:14]1[c:15]([F:21])[cH:16][c:17]([F:20])[cH:18][cH:19]1)[cH:10]2. Reactants: [C@@H]1([C@@H](O)[C@H](O)[C@H](O)[C@@H](O1)C)OCCNC(CCCCC(=O)NCCCC[C@H](N)C(=O)O)=O (N6-[6-({2-[(α-L-fucopyranosyl)oxy]ethyl}amino)-6-oxohexanoyl]-L-lysine), O=C1N(C(CC1)=O)OC(CCCCCCC(=O)OCC1=CC=CC=C1)=O (benzyl 8-[(2,5-dioxopyrrolidin-1-yl)oxy]-8-oxooctanoate), CCN(C(C)C)C(C)C (DIPEA). Run in CN(C)C=O (DMF). Run at temperature 25 celsius, time 18 hour. Yields the product C(C1=CC=CC=C1)OC(CCCCCCC(=O)N[C@@H](CCCCNC(CCCCC(=O)NCCO[C@H]1[C@@H](O)[C@H](O)[C@H](O)[C@@H](O1)C)=O)C(=O)O)=O (N2-{8-(benzyloxy)-8-oxooctanoyl}-N6-[6-({2-[(α-L-fucopyranosyl)oxy]ethyl}amino)-6-oxohexanoyl]-L-lysine). As a reaction SMILES: [C@@H:1]1([O:11][CH2:12][CH2:13][NH:14][C:15](=[O:32])[CH2:16][CH2:17][CH2:18][CH2:19][C:20]([NH:22][CH2:23][CH2:24][CH2:25][CH2:26][C@@H:27]([C:29]([OH:31])=[O:30])[NH2:28])=[O:21])[O:9][C@@H:8]([CH3:10])[C@@H:6]([OH:7])[C@@H:4]([OH:5])[C@@H:2]1[OH:3].O=C1CCC(=O)N1[O:40][C:41](=O)[CH2:42][CH2:43][CH2:44][CH2:45][CH2:46][CH2:47][C:48]([O:50][CH2:51][C:52]1[CH:57]=[CH:56][CH:55]=[CH:54][CH:53]=1)=[O:49].CCN(C(C)C)C(C)C>CN(C=O)C>[CH2:51]([O:50][C:48](=[O:49])[CH2:47][CH2:46][CH2:45][CH2:44][CH2:43][CH2:42][C:41]([NH:28][C@H:27]([C:29]([OH:31])=[O:30])[CH2:26][CH2:25][CH2:24][CH2:23][NH:22][C:20](=[O:21])[CH2:19][CH2:18][CH2:17][CH2:16][C:15]([NH:14][CH2:13][CH2:12][O:11][C@@H:1]1[O:9][C@@H:8]([CH3:10])[C@@H:6]([OH:7])[C@@H:4]([OH:5])[C@@H:2]1[OH:3])=[O:32])=[O:40])[C:52]1[CH:57]=[CH:56][CH:55]=[CH:54][CH:53]=1. Reported procedure: To a solution of N6-[6-({2-[(α-L-fucopyranosyl)oxy]ethyl}amino)-6-oxohexanoyl]-L-lysine (310 mg, 0.669 mmol) in DMF (20 mL) at 0° C. was added benzyl 8-[(2,5-dioxopyrrolidin-1-yl)oxy]-8-oxooctanoate (242 mg, 0.669 mmol), followed by the addition of DIPEA (0.117 ml, 0.669 mmol). The reaction was warmed to 25° C. and stirred at this temp for 18 hr. The reaction mixture was concentrated, and the residue was purified by flash chromatography on C18 reverse phase silica gel, eluting with 0-30% CAN in ... The reactants are CO[C@@H]1[C@@H]2C=3C=CC(=CC3CC[C@H]2[C@@H]2CCC([C@@]2(C)C1)=O)OC1OCCCC1 (11β-methoxy-3-tetrahydropyranyloxy-estra-1,3,5(10)-trien-17-one), C(C)(=O)OCC (ethyl acetate), C(C)(=O)OCC (ethyl acetate), FC(F)P(C1=CC=CC=C1)(C1=CC=CC=C1)=O (difluoromethyldiphenylphosphine oxide), C(C)(C)[N-]C(C)C.[Li+] (lithium diisopropylamide). Solvent: O1CCCC1 (tetrahydrofuran), O (water), O1CCCC1 (tetrahydrofuran). Reaction conditions: time 1 hour. Yields the product FC(=C1[C@]2(C)[C@@H](CC1)[C@@H]1CCC=3C=C(C=CC3[C@H]1[C@H](C2)OC)OC2OCCCC2)F (17-difluoromethylene-11β-methoxy-3-tetrahydropyranyloxy-estra-1,3,5(10)-triene). Reaction SMILES: [F:1][CH:2](P(=O)(C1C=CC=CC=1)C1C=CC=CC=1)[F:3].[CH:18]([N-]C(C)C)([CH3:20])[CH3:19].[Li+].[CH3:26][O:27][C@H:28]1[CH2:45][C@@:43]2([CH3:44])[C@@H:39]([CH2:40][CH2:41][C:42]2=O)[C@H:38]2[C@H:29]1[C:30]1[CH:31]=[CH:32]C(OC3CCCCO3)=C[C:35]=1[CH2:36][CH2:37]2.[C:54]([O:57][CH2:58][CH3:59])(=[O:56])[CH3:55]>O1CCCC1.O>[F:1][C:2]([F:3])=[C:42]1[CH2:41][CH2:40][C@H:39]2[C@H:38]3[C@H:29]([C@@H:28]([O:27][CH3:26])[CH2:45][C@:43]12[CH3:44])[C:30]1[CH:31]=[CH:32][C:58]([O:57][CH:54]2[CH2:55][CH2:20][CH2:18][CH2:19][O:56]2)=[CH:59][C:35]=1[CH2:36][CH2:37]3 |f:1.2|. Procedure details: A solution of 3 g of difluoromethyldiphenylphosphine oxide in 80 ml of tetrahydrofuran is slowly mixed with 5.85 ml of 2 M lithium diisopropylamide solution at a bath temperature of -50° C., and it is stirred for 1 hour. Then, a solution of 1.8 g of 11β-methoxy-3-tetrahydropyranyloxy-estra-1,3,5(10)-trien-17-one in 40 ml of tetrahydrofuran is slowly added, stirred for 15 minutes, slowly heated at a bath temperature of from -50° C. to 100° C. and refluxed for 2.5 hours. For working-up, it is dilu... Reported procedure: Coupling of N-methyl-(D)-phenylalanyl-(L)-tryptophan methyl ester hydrochloride (see example 1) with 2-methylbutyric acid according to example 12 followed by hydrolysis of the methyl ester moiety according to example 1 gives N-(2-methylbutyroyl)-N-methyl-(D)-phenylalanyl-(L)-tryptophan; FAB-MS m/e 450 (M+H)+. Starting materials: Cl.COC([C@@H](NC([C@H](NC)CC1=CC=CC=C1)=O)CC1=CNC2=CC=CC=C12)=O (N-methyl-(D)-phenylalanyl-(L)-tryptophan methyl ester hydrochloride), CC(C(=O)O)CC (2-methylbutyric acid), methyl ester. Yields the product CC(C(=O)N([C@H](CC1=CC=CC=C1)C(=O)N[C@@H](CC1=CNC2=CC=CC=C12)C(=O)O)C)CC (N-(2-methylbutyroyl)-N-methyl-(D)-phenylalanyl-(L)-tryptophan). RXN SMILES: Cl.C[O:3][C:4](=[O:29])[C@H:5]([CH2:19][C:20]1[C:28]2[C:23](=[CH:24][CH:25]=[CH:26][CH:27]=2)[NH:22][CH:21]=1)[NH:6][C:7](=[O:18])[C@@H:8]([CH2:11][C:12]1[CH:17]=[CH:16][CH:15]=[CH:14][CH:13]=1)[NH:9][CH3:10].[CH3:30][CH:31]([CH2:35][CH3:36])[C:32](O)=[O:33]>>[CH3:30][CH:31]([CH2:35][CH3:36])[C:32]([N:9]([CH3:10])[C@@H:8]([C:7]([NH:6][C@H:5]([C:4]([OH:3])=[O:29])[CH2:19][C:20]1[C:28]2[C:23](=[CH:24][CH:25]=[CH:26][CH:27]=2)[NH:22][CH:21]=1)=[O:18])[CH2:11][C:12]1[CH:13]=[CH:14][CH:15]=[CH:16][CH:17]=1)=[O:33] |f:0.1|. Starting materials: O=C([O-])O, ClCc1csc(-c2ccc(Cl)cc2)n1, N#Cc1c(N)nc(S)c(C#N)c1C1CCCCC1, [Na+], CN(C)C=O, O. Yields the product N#Cc1c(N)nc(SCc2csc(-c3ccc(Cl)cc3)n2)c(C#N)c1C1CCCCC1. Reaction SMILES: [C:33](=[O:34])([OH:35])[O-:36].[Cl:19][CH2:20][c:21]1[n:22][c:23](-[c:26]2[cH:27][cH:28][c:29]([Cl:32])[cH:30][cH:31]2)[s:24][cH:25]1.[NH2:1][c:2]1[n:3][c:4]([SH:18])[c:5]([C:16]#[N:17])[c:6]([CH:10]2[CH2:11][CH2:12][CH2:13][CH2:14][CH2:15]2)[c:7]1[C:8]#[N:9].[Na+:37].[O:38]=[CH:39][N:40]([CH3:41])[CH3:42].[OH2:43]>>[NH2:1][c:2]1[n:3][c:4]([S:18][CH2:20][c:21]2[n:22][c:23](-[c:26]3[cH:27][cH:28][c:29]([Cl:32])[cH:30][cH:31]3)[s:24][cH:25]2)[c:5]([C:16]#[N:17])[c:6]([CH:10]2[CH2:11][CH2:12][CH2:13][CH2:14][CH2:15]2)[c:7]1[C:8]#[N:9]. Starting materials: SCc1ccccc1, C1CCC2=NCCCN2CC1, COCCOC, Nc1nc(OS(=O)(=O)C(F)(F)F)c([N+](=O)[O-])c(-c2ccco2)n1. The product is Nc1nc(SCc2ccccc2)c([N+](=O)[O-])c(-c2ccco2)n1. RXN SMILES: [CH2:24]([c:25]1[cH:26][cH:27][cH:28][cH:29][cH:30]1)[SH:31].[CH2:32]1[CH2:33][CH2:34][C:35]2=[N:40][CH2:39][CH2:38][CH2:37][N:36]2[CH2:41][CH2:42]1.[CH3:43][O:44][CH2:45][CH2:46][O:47][CH3:48].[NH2:1][c:2]1[n:3][c:4](-[c:19]2[o:20][cH:21][cH:22][cH:23]2)[c:5]([N+:16](=[O:17])[O-:18])[c:6]([O:8][S:9]([C:10]([F:11])([F:12])[F:13])(=[O:14])=[O:15])[n:7]1>>[NH2:1][c:2]1[n:3][c:4](-[c:19]2[o:20][cH:21][cH:22][cH:23]2)[c:5]([N+:16](=[O:17])[O-:18])[c:6]([S:31][CH2:24][c:25]2[cH:26][cH:27][cH:28][cH:29][cH:30]2)[n:7]1. Starting materials: FC1=CC=C(C=C1)C1=NOC(C1)(O)C(F)(F)F (rac-3-(4-fluoro-phenyl)-5-trifluoromethyl-4,5-dihydro-isoxazol-5-ol), C1(=CC=CC=C1)C1=NOC(C1)(C(F)(F)F)O (3-phenyl-5-hydroxy-5-(trifluoromethyl)isoxazoline). Yields the product FC1=CC=C(C=C1)C1=NOC(=C1)C(F)(F)F (3-(4-Fluoro-phenyl)-5-trifluoromethyl-isoxazole). The yield is 97.5%. As a reaction SMILES: [F:1][C:2]1[CH:7]=[CH:6][C:5]([C:8]2[CH2:12][C:11]([C:14]([F:17])([F:16])[F:15])(O)[O:10][N:9]=2)=[CH:4][CH:3]=1.C1(C2CC(O)(C(F)(F)F)ON=2)C=CC=CC=1>>[F:1][C:2]1[CH:3]=[CH:4][C:5]([C:8]2[CH:12]=[C:11]([C:14]([F:16])([F:15])[F:17])[O:10][N:9]=2)=[CH:6][CH:7]=1. Reported procedure: As described for example 128b, rac-3-(4-fluoro-phenyl)-5-trifluoromethyl-4,5-dihydro-isoxazol-5-ol (35.6 g, 142.9 mmol), instead of 3-phenyl-5-hydroxy-5-(trifluoromethyl)isoxazoline, was converted to the title compound (32.2 g, 98%) which was obtained as a light brown solid. MS: m/e=298.1 [M+H]+. Reactants: terpene, CC1=CCC(CC1=O)C(=C)C (Carvone), S1C=NC2=C1C=CC=C2 (Benzothiazole), 2-methyl-5-(1-methylethyenyl)- 2-cylco-hexene-1 -one, CC1=C(C(CC1)=O)CC=CCC (3- methyl-2-(2-pentenyl)-2-cylco-penten-1-one), CC/C=C\CC1=C(CCC1=O)C (Cis-jasmone), ketone, terpene. Product: CC1=CC[C@@H](CC1)C(=C)C (Limonene), mixture, CC(=C)C1CCC2(C(C1)O2)C (limonene oxide), CC1=CCC(CC1)C(=C)C (1-methyl-4-(1-methylethenyl) cylcohexene). The yield is 97.0%. Reaction SMILES: S1C2C=CC=CC=2N=C1.[CH3:10][C:11]1[C:16](=[O:17])[CH2:15][CH:14]([C:18]([CH3:20])=[CH2:19])[CH2:13][CH:12]=1.C[CH2:22]/[CH:23]=[CH:24]\[CH2:25][C:26]1[C:30](=O)[CH2:29][CH2:28][C:27]=1[CH3:32].CC1CCC(=O)C=1CC=CCC>>[CH3:10][C:11]1[CH2:16][CH2:15][C@@H:14]([C:18]([CH3:20])=[CH2:19])[CH2:13][CH:12]=1.[CH3:19][C:18]([CH:14]1[CH2:15][CH:16]2[O:17][C:11]2([CH3:10])[CH2:12][CH2:13]1)=[CH2:20].[CH3:22][C:23]1[CH2:29][CH2:30][CH:26]([C:27]([CH3:28])=[CH2:32])[CH2:25][CH:24]=1. Procedure details: Benzothiazole, an aromatic sulfonazole, was obtained from Sigma-Aldrich in a 96% formulation, catalog No.1-133-8. Carvone, a 6-carbon ring terpene with ketone on the ring, in particular, (2-methyl-5-(1-methylethyenyl)- 2-cylco-hexene-1 -one, was obtained from Sigma-Aldrich in a 98% formulation, catalog No. 12393-1. Cis-jasmone, a terpene with the chemical name 3- methyl-2-(2-pentenyl)-2-cylco-penten-1-one, was obtained from Sigma-Aldrich in a 90% formulation, catalog No. 277444. Limonene, a terp... Starting materials: CCOC(=O)C(CCc1ccccc1)NC1CCc2ccccc2N(CC(=O)OCc2ccccc2)C1=O, CCO, [H][H]. Yields the product CCOC(=O)C(CCc1ccccc1)NC1CCc2ccccc2N(CC(=O)O)C1=O. Reaction SMILES: [CH2:1]([c:2]1[cH:3][cH:4][cH:5][cH:6][cH:7]1)[O:8][C:9](=[O:10])[CH2:11][N:12]1[C:13](=[O:38])[CH:14]([NH:23][CH:24]([CH2:25][CH2:26][c:27]2[cH:28][cH:29][cH:30][cH:31][cH:32]2)[C:33](=[O:34])[O:35][CH2:36][CH3:37])[CH2:15][CH2:16][c:17]2[c:18]1[cH:19][cH:20][cH:21][cH:22]2.[CH3:41][CH2:42][OH:43].[H:39][H:40]>>[O:8]=[C:9]([OH:10])[CH2:11][N:12]1[C:13](=[O:38])[CH:14]([NH:23][CH:24]([CH2:25][CH2:26][c:27]2[cH:28][cH:29][cH:30][cH:31][cH:32]2)[C:33](=[O:34])[O:35][CH2:36][CH3:37])[CH2:15][CH2:16][c:17]2[c:18]1[cH:19][cH:20][cH:21][cH:22]2.